Dataset: the Open Reaction Database (ORD), a public repository of structured organic reaction records. Task: describe an organic reaction: reactants, conditions, products, and yield The reactants are NS(=O)(=O)N (aminosulfonamide), C(=O)([O-])[O-].[K+].[K+] (K2CO3), ClCCCS(=O)(=O)N1CCC(CC1)C1=CNC2=C(C=C(C=C12)C1=CSC=C1)C(=O)N (3-{1-[(3-chloropropyl)sulfonyl]-4-piperidinyl}-5-(3-thienyl)-1H-indole-7-carboxamide), CN1CCNCC1 (1-methylpiperazine). Yields the product CN1CCN(CC1)CCCS(=O)(=O)N1CCC(CC1)C1=CNC2=C(C=C(C=C12)C1=CSC=C1)C(=O)N (3-(1-{[3-(4-methyl-1-piperazinyl)propyl]sulfonyl}-4-piperidinyl)-5-(3-thienyl)-1H-indole-7-carboxamide). Isolated yield 16.3%. RXN SMILES: NS(N)(=O)=O.Cl[CH2:7][CH2:8][CH2:9][S:10]([N:13]1[CH2:18][CH2:17][CH:16]([C:19]2[C:27]3[C:22](=[C:23]([C:33]([NH2:35])=[O:34])[CH:24]=[C:25]([C:28]4[CH:32]=[CH:31][S:30][CH:29]=4)[CH:26]=3)[NH:21][CH:20]=2)[CH2:15][CH2:14]1)(=[O:12])=[O:11].[CH3:36][N:37]1[CH2:42][CH2:41][NH:40][CH2:39][CH2:38]1.C([O-])([O-])=O.[K+].[K+]>>[CH3:36][N:37]1[CH2:42][CH2:41][N:40]([CH2:7][CH2:8][CH2:9][S:10]([N:13]2[CH2:18][CH2:17][CH:16]([C:19]3[C:27]4[C:22](=[C:23]([C:33]([NH2:35])=[O:34])[CH:24]=[C:25]([C:28]5[CH:32]=[CH:31][S:30][CH:29]=5)[CH:26]=4)[NH:21][CH:20]=3)[CH2:15][CH2:14]2)(=[O:12])=[O:11])[CH2:39][CH2:38]1 |f:3.4.5|. Procedure details: Following the general procedure for aminosulfonamide formation outlined in example 2, 3-{1-[(3-chloropropyl)sulfonyl]-4-piperidinyl}-5-(3-thienyl)-1H-indole-7-carboxamide (40 mg, 0.13 mmol) and 1-methylpiperazine (0.068 mL, 0.65 mmol) were allowed to react in the presence of K2CO3 (74 mg, 0.65 mmol). The resulting residue was purified by reverse phase HPLC eluting with 10% B to 80% B, where A=H2O (0.1% trifluoroacetic acid) and B=CH3CN (0.1% trifluoroacetic acid) to give the title compound (11.2... Reaction SMILES: [C:44].[CH2:1]([c:2]1[cH:3][cH:4][cH:5][cH:6][cH:7]1)[O:8][c:9]1[cH:10][cH:11][c:12](-[c:15]2[n:16](-[c:21]3[cH:22][cH:23][c:24]([CH2:27][CH2:28][CH2:29][CH2:30][CH2:31][CH2:32][CH2:33][CH2:34][CH2:35][CH3:36])[cH:25][cH:26]3)[c:17]([CH3:20])[cH:18][cH:19]2)[cH:13][cH:14]1.[CH3:37][OH:38].[O:39]1[CH2:40][CH2:41][CH2:42][CH2:43]1.[Pd:45]>>[OH:8][c:9]1[cH:10][cH:11][c:12](-[c:15]2[n:16](-[c:21]3[cH:22][cH:23][c:24]([CH2:27][CH2:28][CH2:29][CH2:30][CH2:31][CH2:32][CH2:33][CH2:34][CH2:35][CH3:36])[cH:25][cH:26]3)[c:17]([CH3:20])[cH:18][cH:19]2)[cH:13][cH:14]1. Starting materials: C, CCCCCCCCCCc1ccc(-n2c(C)ccc2-c2ccc(OCc3ccccc3)cc2)cc1, CO, C1CCOC1, [Pd]. Product: CCCCCCCCCCc1ccc(-n2c(C)ccc2-c2ccc(O)cc2)cc1. The reactants are CC1C(C(=O)CC(C(=O)C(C(C(=C)CC(CCCNC(=O)CC(C1=C)C(C)C(=O)C(CC=2C=CC=CC2)NC)C(=O)C)CC3=CNC=N3)C)CC=4C=CC=CC4)CCCCN (calcitonine), C(C)(=O)[O-] (acetate), solution, [N+](=O)([O-])C1=CC=C(C=C1)CC(=O)[O-] (para-nitrophenylacetate). The solvent is CN(C=O)C (dimethylformamide), CN(C=O)C (dimethylformamide). Conditions: time 30 minute. Product: C(C)(=O)OC1=CC=C(C=C1)[N+](=O)[O-] (para-nitrophenyl acetate), [N+](=O)([O-])C1=CC=C(C=C1)O (para-nitrophenol). As a reaction SMILES: CC1C(=C)C(C(C(C(NC)CC2C=CC=CC=2)=O)C)CC(=O)NCCCC(C(C)=O)CC(=C)C(CC2N=CNC=2)C(C)C(=O)C(CC2C=CC=CC=2)CC(=[O:5])C1CCCCN.[C:62]([O-:65])(=[O:64])[CH3:63].[N+:66]([C:69]1[CH:74]=[CH:73][C:72](CC([O-])=O)=[CH:71][CH:70]=1)([O-:68])=[O:67]>CN(C)C=O>[C:62]([O:65][C:72]1[CH:73]=[CH:74][C:69]([N+:66]([O-:68])=[O:67])=[CH:70][CH:71]=1)(=[O:64])[CH3:63].[N+:66]([C:69]1[CH:74]=[CH:73][C:72]([OH:5])=[CH:71][CH:70]=1)([O-:68])=[O:67]. Procedure details: A solution of 10 mg of calcitonine M acetate in 2 ml of absolute dimethylformamide is treated with 0.5 ml of a 1% solution of para-nitrophenylacetate in dimethylformamide, rinsed with nitrogen, and allowed to stand in the closed test tube at 40° C. for 30 minutes. 5 ml of 2N-acetic acid are then added, the excess para-nitrophenyl acetate and the para-nitrophenol formed are extracted with ethyl acetate (2 × 30 ml), the aqueous phase is evaporated to dryness under reduced pressure, the residue dis... Starting materials: Br.BrC=1C=C(C=2N(C1)C=C(N2)C(=O)OCC)Br (ethyl 6,8-dibromoimidazo[1,2-a]pyridine-2-carboxylate hydrobromide), C1(=CC=CC=C1)B(O)O (phenylboronic acid), C(C)(=O)OCC (ethyl acetate), [O-]P(=O)([O-])[O-].[K+].[K+].[K+] (K3PO4). The reagents and catalysts are C=1C=CC(=CC1)[P](C=2C=CC=CC2)(C=3C=CC=CC3)[Pd]([P](C=4C=CC=CC4)(C=5C=CC=CC5)C=6C=CC=CC6)([P](C=7C=CC=CC7)(C=8C=CC=CC8)C=9C=CC=CC9)[P](C=1C=CC=CC1)(C=1C=CC=CC1)C=1C=CC=CC1 (Pd(PPh3)4). The solvent is C1(=CC=CC=C1)C (toluene), C(C)O (ethanol). Reaction conditions: temperature 80 celsius. Yields the product BrC=1C=C(C=2N(C1)C=C(N2)C(=O)OCC)C2=CC=CC=C2 (ethyl 6-bromo-8-phenylimidazo[1,2-a]pyridine-2-carboxylate). Isolated yield 55.5%. As a reaction SMILES: Br.[Br:2][C:3]1[CH:4]=[C:5](Br)[C:6]2[N:7]([CH:9]=[C:10]([C:12]([O:14][CH2:15][CH3:16])=[O:13])[N:11]=2)[CH:8]=1.[C:18]1(B(O)O)[CH:23]=[CH:22][CH:21]=[CH:20][CH:19]=1.[O-]P([O-])([O-])=O.[K+].[K+].[K+].C(OCC)(=O)C>C1(C)C=CC=CC=1.C(O)C.C1C=CC([P]([Pd]([P](C2C=CC=CC=2)(C2C=CC=CC=2)C2C=CC=CC=2)([P](C2C=CC=CC=2)(C2C=CC=CC=2)C2C=CC=CC=2)[P](C2C=CC=CC=2)(C2C=CC=CC=2)C2C=CC=CC=2)(C2C=CC=CC=2)C2C=CC=CC=2)=CC=1>[Br:2][C:3]1[CH:4]=[C:5]([C:18]2[CH:23]=[CH:22][CH:21]=[CH:20][CH:19]=2)[C:6]2[N:7]([CH:9]=[C:10]([C:12]([O:14][CH2:15][CH3:16])=[O:13])[N:11]=2)[CH:8]=1 |f:0.1,3.4.5.6,^1:54,56,75,94|. Reported procedure: A solution of ethyl 6,8-dibromoimidazo[1,2-a]pyridine-2-carboxylate hydrobromide (0.5 g, 1.2 mmol) and phenylboronic acid (0.15 g, 1.2 mmol) in toluene (10 mL) and ethanol (2 mL) was bubbled nitrogen for 20 mins. The mixture was then treated with Pd(PPh3)4 (30 mg, 0.026 mmol) and K3PO4 (2 M, 1 mL, 2 mmol) and heated at 80° C. overnight. The reaction was cooled, poured into ethyl acetate (200 mL), washed with brine, separated, and concentrated. The residue was purified by column chromatography on... Reactants: CCOC(=O)c1cnccc1Nc1nc(-c2cc(Cl)ccc2F)nc2c1C(C)CC2, CO, [Na+], [OH-]. RXN SMILES: [CH2:1]([CH3:2])[O:3][C:4]([c:5]1[cH:6][n:7][cH:8][cH:9][c:10]1[NH:11][c:12]1[n:13][c:14](-[c:22]2[c:23]([F:29])[cH:24][cH:25][c:26]([Cl:28])[cH:27]2)[n:15][c:16]2[c:17]1[CH:18]([CH3:21])[CH2:19][CH2:20]2)=[O:30].[CH3:33][OH:34].[Na+:32].[OH-:31]>>[O:3]=[C:4]([c:5]1[cH:6][n:7][cH:8][cH:9][c:10]1[NH:11][c:12]1[n:13][c:14](-[c:22]2[c:23]([F:29])[cH:24][cH:25][c:26]([Cl:28])[cH:27]2)[n:15][c:16]2[c:17]1[CH:18]([CH3:21])[CH2:19][CH2:20]2)[OH:30]. Product: CC1CCc2nc(-c3cc(Cl)ccc3F)nc(Nc3ccncc3C(=O)O)c21.